The task is: describe an organic reaction: reactants, conditions, products, and yield. This data is from the Open Reaction Database (ORD), a public repository of structured organic reaction records. Starting materials: COC(=O)c1ccc(C(=O)OC)cc1, CCCCCCCCN, CCCCCCCCN(CCCCCCCC)C(=O)c1ccc(C(=O)O)cc1, CO. Yields the product CCCCCCCCNC(=O)c1ccc(C(=O)OC)cc1. RXN SMILES: [C:1]([c:2]1[cH:3][cH:4][c:5]([C:6]([O:8][CH3:7])=[O:9])[cH:10][cH:11]1)(=[O:12])[O:13][CH3:14].[CH2:15]([CH2:16][CH2:17][CH2:18][CH2:19][CH2:20][CH2:21][CH3:22])[NH2:23].[CH2:24]([N:25]([CH2:26][CH2:27][CH2:28][CH2:29][CH2:30][CH2:31][CH2:32][CH3:33])[C:34](=[O:35])[c:36]1[cH:37][cH:38][c:39]([C:40]([OH:41])=[O:42])[cH:43][cH:44]1)[CH2:45][CH2:46][CH2:47][CH2:48][CH2:49][CH2:50][CH3:51].[CH3:52][OH:53]>>[C:1]([c:2]1[cH:3][cH:4][c:5]([C:6](=[O:8])[NH:23][CH2:15][CH2:16][CH2:17][CH2:18][CH2:19][CH2:20][CH2:21][CH3:22])[cH:10][cH:11]1)(=[O:12])[O:13][CH3:14].